From a dataset of the Open Reaction Database (ORD), a public repository of structured organic reaction records. describe an organic reaction: reactants, conditions, products, and yield The reactants are O=C([O-])[O-], COS(=O)(=O)OC, CN(C)C=O, COC(=O)c1cc(Cl)c(O)c(C#N)c1, [K+], [K+]. Yields the product COC(=O)c1cc(Cl)c(OC)c(C#N)c1. RXN SMILES: [C:15](=[O:16])([O-:17])[O-:18].[CH3:21][O:22][S:23](=[O:24])(=[O:25])[O:26][CH3:27].[CH3:28][N:29]([CH3:30])[CH:31]=[O:32].[Cl:1][c:2]1[cH:3][c:4]([C:5](=[O:6])[O:7][CH3:8])[cH:9][c:10]([C:13]#[N:14])[c:11]1[OH:12].[K+:19].[K+:20]>>[Cl:1][c:2]1[cH:3][c:4]([C:5](=[O:6])[O:7][CH3:8])[cH:9][c:10]([C:13]#[N:14])[c:11]1[O:12][CH3:15]. Starting materials: C(C1=CC=CC=C1)(=O)OC1=CC(=C(C(=C1)C)OCC1=CC=CC=C1)CC (4-benzyloxy-3-ethyl-5-methylphenyl benzoate), [H][H] (hydrogen), [H][H] (hydrogen). Reagents/catalysts: [Pd] (palladium on carbon). Solvent: C(C)(=O)OCC (ethyl acetate). Run at time 24 hour. Product: C(C1=CC=CC=C1)(=O)OC1=CC(=C(C(=C1)C)O)CC (3-ethyl-4-hydroxy-5-methylphenyl benzoate). The yield is 94.9%. Reaction SMILES: [C:1]([O:9][C:10]1[CH:15]=[C:14]([CH3:16])[C:13]([O:17]CC2C=CC=CC=2)=[C:12]([CH2:25][CH3:26])[CH:11]=1)(=[O:8])[C:2]1[CH:7]=[CH:6][CH:5]=[CH:4][CH:3]=1.[H][H]>C(OCC)(=O)C.[Pd]>[C:1]([O:9][C:10]1[CH:15]=[C:14]([CH3:16])[C:13]([OH:17])=[C:12]([CH2:25][CH3:26])[CH:11]=1)(=[O:8])[C:2]1[CH:7]=[CH:6][CH:5]=[CH:4][CH:3]=1. Procedure: Then, 8.4 g of crude 4-benzyloxy-3-ethyl-5-methylphenyl benzoate was 5 dissolved in 100 ml of ethyl acetate, which was put into a reaction vessel, and the air in the vessel was replaced with nitrogen gas. Then, 0.5 g of 10% palladium on carbon was added, and the nitrogen gas in the vessel was replaced with hydrogen gas, followed by vigorous stirring at room temperature for 24 hours. The hydrogen gas in the vessel was replaced with nitrogen gas, after which the reaction mixture was filtered throu... Reactants: C(C)(C)(C)ONC([C@H](CS(=O)(=O)C1=CC=C(C=C1)OC1=CC=CC=C1)N(C)C)=O ((R)-N-tert-butoxy-2-dimethylamino-3-(4-phenoxyphenylsulfonyl)-propionamide), ClCCCl (1,2-dichloroethane). Conditions: temperature -30 celsius, time 8 hour. Product: Cl.CN([C@H](C(=O)NO)CS(=O)(=O)C1=CC=C(C=C1)OC1=CC=CC=C1)C ((R)-2-dimethylamino-N-hydroxy-3-(4-phenoxyphenylsulfonyl)-propionamide hydrochloride). As a reaction SMILES: C([O:5][NH:6][C:7](=[O:29])[C@@H:8]([N:26]([CH3:28])[CH3:27])[CH2:9][S:10]([C:13]1[CH:18]=[CH:17][C:16]([O:19][C:20]2[CH:25]=[CH:24][CH:23]=[CH:22][CH:21]=2)=[CH:15][CH:14]=1)(=[O:12])=[O:11])(C)(C)C.[Cl:30]CCCl>>[ClH:30].[CH3:27][N:26]([CH3:28])[C@@H:8]([CH2:9][S:10]([C:13]1[CH:18]=[CH:17][C:16]([O:19][C:20]2[CH:25]=[CH:24][CH:23]=[CH:22][CH:21]=2)=[CH:15][CH:14]=1)(=[O:11])=[O:12])[C:7]([NH:6][OH:5])=[O:29] |f:2.3|. Procedure details: This compound, (R)-N-tert-butoxy-2-dimethylamino-3-(4-phenoxyphenylsulfonyl)-propionamide, was dissolved in 1,2-dichloroethane (50 ml), cooled to -30° C. and bubbled for 15-20 minutes with hydrochloric acid gas in a pressure tube. The flask was then sealed and the mixture stirred overnight. After cooling the tube was cautiously vented and its contents evaporated, to yield a gum, which upon trituration with 2:1 hexane/ethyl acetate gave a white powder, (R)-2-dimethylamino-N-hydroxy-3-(4-phenoxyph... Yields the product CNCC1Cc2cc(-c3ccc(F)cc3)cc(F)c2O1. As a reaction SMILES: [CH3:2][c:3]1[cH:4][cH:5][c:6]([S:7]([O:8][CH2:13][CH:14]2[O:15][c:16]3[c:17]([cH:19][c:20](-[c:24]4[cH:25][cH:26][c:27]([F:30])[cH:28][cH:29]4)[cH:21][c:22]3[F:23])[CH2:18]2)(=[O:9])=[O:10])[cH:11][cH:12]1.[CH3:31][NH2:32].[ClH:1]>>[CH2:13]([CH:14]1[O:15][c:16]2[c:17]([cH:19][c:20](-[c:24]3[cH:25][cH:26][c:27]([F:30])[cH:28][cH:29]3)[cH:21][c:22]2[F:23])[CH2:18]1)[NH:32][CH3:31]. Reactants: Cc1ccc(S(=O)(=O)OCC2Cc3cc(-c4ccc(F)cc4)cc(F)c3O2)cc1, CN, Cl. The reactants are 2g, CN(CCCl)C (2-dimethylaminoethyl chloride), hydrochloride salt, FC=1C(=C(C=CC1)O)[N+](=O)[O-] (3-fluoro-2-nitrophenol), C([O-])([O-])=O.[K+].[K+] (potassium carbonate). The product is CN(CCOC1=C(C(=CC=C1)F)[N+](=O)[O-])C (3-fluoro-2-nitrophenyl (2-dimethylaminoethyl) ether). RXN SMILES: [F:1][C:2]1[C:3]([N+:9]([O-:11])=[O:10])=[C:4]([OH:8])[CH:5]=[CH:6][CH:7]=1.C(=O)([O-])[O-].[K+].[K+].[CH3:18][N:19]([CH3:23])[CH2:20][CH2:21]Cl>>[CH3:18][N:19]([CH3:23])[CH2:20][CH2:21][O:8][C:4]1[CH:5]=[CH:6][CH:7]=[C:2]([F:1])[C:3]=1[N+:9]([O-:11])=[O:10] |f:1.2.3|. Reported procedure: 1.82g of 3-fluoro-2-nitrophenyl (2-dimethylaminoethyl) ether were prepared in analogous manner to that described in a) above from 2g of 3-fluoro-2-nitrophenol using potassium carbonate and 2-dimethylaminoethyl chloride generated from the more stable hydrochloride salt. Starting materials: N1=CC=CC=C1 (pyridine), Cl.C(C1=CC=CC=C1)OC1=CC=C(C=C1)NN (4-benzyloxy-phenylhydrazine hydrochloride), O=C1CCC(CC1)C(=O)OCC (ethyl 4-oxocyclohexanecarboxylate). Solvent: C(C)O (ethanol). Reaction conditions: temperature 50 celsius. Product: C(C)C1CC(CC=2C3=CC(=CC=C3NC12)OCC1=CC=CC=C1)C(=O)O (Ethyl 6-benzyloxy-3-carboxy-1,2,3,4-tetrahydro-9H-carbazole). The yield is 82.3%. As a reaction SMILES: Cl.[CH2:2]([O:9][C:10]1[CH:15]=[CH:14][C:13]([NH:16]N)=[CH:12][CH:11]=1)[C:3]1[CH:8]=[CH:7][CH:6]=[CH:5][CH:4]=1.N1C=CC=[CH:20][CH:19]=1.O=[C:25]1[CH2:30][CH2:29][CH:28]([C:31]([O:33]CC)=[O:32])[CH2:27][CH2:26]1>C(O)C>[CH2:19]([CH:26]1[C:25]2[NH:16][C:13]3[C:12](=[CH:11][C:10]([O:9][CH2:2][C:3]4[CH:8]=[CH:7][CH:6]=[CH:5][CH:4]=4)=[CH:15][CH:14]=3)[C:30]=2[CH2:29][CH:28]([C:31]([OH:33])=[O:32])[CH2:27]1)[CH3:20] |f:0.1|. Procedure details: To a suspension of 3.242 gm (12.93 mMol) 4-benzyloxy-phenylhydrazine hydrochloride in 80 mL ethanol were added 1.05 mL (12.93 mMol) pyridine. The resulting mixture was heated to 50° C. for about 20 minutes and then 1.87 mL (11.75 mMol) ethyl 4-oxocyclohexanecarboxylate were added. The resulting mixture was stirred at reflux for 18 hours. The reaction mixture was then concentrated under reduced pressure and the residue partitioned between water and ethyl acetate. The organic phase was separated, ... The product is COC(=O)C1C2(OCCO2)CCNC1 (1,4-Dioxa-8-aza-spiro[4.5]-decane-6-carboxylic Acid Methyl Ester). Yield: 63.8%. Procedure details: PTSA (24.7, 130 mmol) and ethylene glycol (24.8 mL, 439 mmol) were added to methyl-4-oxo-3-piperidine carboxylate hydrochloride (90) (25.1 g, 130 mmol) in benzene (52 mL, 2.5 M). The solution was stirred and heated to reflux overnight. H2O was removed using a Dean Stark trap. When the reaction was judged complete by TLC, 5% aqueous NAHCO, and CH2Cl2 were added, and the organic layer was removed. The aqueous layer was extracted with CH2Cl2 (5×), and the combined organics were dried over sodium su... Run in C1=CC=CC=C1 (benzene). Reactants: CC=1C=CC(=CC1)S(=O)(=O)O (PTSA), C(CO)O (ethylene glycol), Cl.COC(=O)C1CNCCC1=O (methyl-4-oxo-3-piperidine carboxylate hydrochloride). RXN SMILES: CC1C=CC(S(O)(=O)=O)=CC=1.[CH2:12]([OH:15])[CH2:13][OH:14].Cl.[CH3:17][O:18][C:19]([CH:21]1[C:26](=O)[CH2:25][CH2:24][NH:23][CH2:22]1)=[O:20]>C1C=CC=CC=1>[CH3:17][O:18][C:19]([CH:21]1[CH2:22][NH:23][CH2:24][CH2:25][C:26]21[O:15][CH2:12][CH2:13][O:14]2)=[O:20] |f:2.3|. The reactants are C(C1=CC=CC=C1)(=O)Cl (benzoyl chloride), C(C(=O)O)(=O)O.CC(CC=C)(C)NN (1,1-dimethyl-3-butenylhydrazine oxalate). The solvent is [OH-].[Na+] (sodium hydroxide), CCCCCC (hexane), C1(=CC=CC=C1)C (toluene), [OH-].[Na+] (sodium hydroxide). The product is CC(CC=C)(C)N(NC(C1=CC=CC=C1)=O)C(C1=CC=CC=C1)=O (N'-(1,1-dimethyl-3-butenyl)-N,N'-dibenzoylhydrazine). Reaction SMILES: [C:1]([OH:6])(=O)[C:2](O)=O.[CH3:7][C:8]([NH:13][NH2:14])([CH3:12])[CH2:9][CH:10]=[CH2:11].[C:15](Cl)(=[O:22])[C:16]1[CH:21]=[CH:20][CH:19]=[CH:18][CH:17]=1>C1(C)C=CC=CC=1.[OH-].[Na+].CCCCCC>[CH3:7][C:8]([N:13]([C:1](=[O:6])[C:2]1[CH:11]=[CH:10][CH:9]=[CH:8][CH:7]=1)[NH:14][C:15](=[O:22])[C:16]1[CH:21]=[CH:20][CH:19]=[CH:18][CH:17]=1)([CH3:12])[CH2:9][CH:10]=[CH2:11] |f:0.1,4.5|. Reported procedure: The 1,1-dimethyl-3-butenylhydrazine oxalate (2 g) was dissolved in toluene and neutralized with 50% aqueous sodium hydroxide. To this solution was added benzoyl chloride (2.8 g) and sodium hydroxide (50% Aq. solution) (3.2 g) at 25° C. The reaction mixture was warmed to room temperature and stirred. The mixture was diluted with hexane and filtered to afford an oily product which solidified upon standing: m.p. 105 °-112° C.